This data is from the Open Reaction Database (ORD), a public repository of structured organic reaction records. The task is: describe an organic reaction: reactants, conditions, products, and yield Reactants: acetal, [H-].C(C(C)C)[Al+]CC(C)C (diisobutylaluminium hydride), [H-].[Al+3].[Na+].[H-].[H-].[H-] (sodium aluminium hydride), C(Cl)Cl (methylene chloride), C1CCOC1 (THF), CCCCCC (hexane). Run in C(C)OCC (diethyl ether), C1(=CC=CC=C1)C (toluene). The product is CC(C)C1=CC=C(C=C1)CC(C)C=O (aldehyde B). RXN SMILES: [H-].[CH2:2]([Al+]CC(C)C)[CH:3](C)[CH3:4].[H-].[Al+3].[Na+].[H-].[H-].[H-].[CH2:17](Cl)Cl.[CH2:20]1[CH2:24][O:23][CH2:22][CH2:21]1.C[CH2:26][CH2:27][CH2:28][CH2:29][CH3:30]>C(OCC)C.C1(C)C=CC=CC=1>[CH3:2][CH:3]([C:28]1[CH:27]=[CH:26][C:24]([CH2:20][CH:21]([CH:22]=[O:23])[CH3:17])=[CH:30][CH:29]=1)[CH3:4] |f:0.1,2.3.4.5.6.7|. Reported procedure: The acetal A can be reduced in a reduction reaction with a reducing agent, for example diisobutylaluminium hydride, sodium aluminium hydride or borane-THF complex, in diethyl ether, methylene chloride, THF, hexane, toluene or a mixture of the solvent mentioned, at a temperature of from −95° C. to −20° C. to give the aldehyde B. Reactants: C(C1=CC=CC=C1)(=O)OOC(C1=CC=CC=C1)=O (Benzoyl peroxide), FC1=C(C=CC=C1C)C1=CC=CC=C1 (2-fluoro-3-methyl-[1,1'-biphenyl]), BrN1C(CCC1=O)=O (N-bromosuccinimide). Run in C(Cl)(Cl)(Cl)Cl (carbon tetrachloride). The product is BrCC=1C(=C(C=CC1)C1=CC=CC=C1)F (3-bromomethyl-2-fluoro-[1,1'-biphenyl]). The yield is 95.1%. Reaction SMILES: [F:1][C:2]1[C:7]([CH3:8])=[CH:6][CH:5]=[CH:4][C:3]=1[C:9]1[CH:14]=[CH:13][CH:12]=[CH:11][CH:10]=1.C(OOC(=O)C1C=CC=CC=1)(=O)C1C=CC=CC=1.[Br:33]N1C(=O)CCC1=O>C(Cl)(Cl)(Cl)Cl>[Br:33][CH2:8][C:7]1[C:2]([F:1])=[C:3]([C:9]2[CH:10]=[CH:11][CH:12]=[CH:13][CH:14]=2)[CH:4]=[CH:5][CH:6]=1. Procedure: A stirred solution of 2-fluoro-3-methyl-[1,1'-biphenyl] (1.5 g, 0.00805 mole) in 25 ml of carbon tetrachloride was irradiated and heated at reflux with a 250 watt brooder lamp. Benzoyl peroxide (0.2 g) was added to the reaction mixture, followed by N-bromosuccinimide (1.46 g, 0.00805 mole). After a total of 21 hours of irradiation, the reaction mixture was cooled, filtered, and the filter cake rinsed with carbon tetrachloride. The combined filtrates were washed with saturated aqueous sodium chlo... The reactants are ClC1=C(OCC=2N=CN(C2)C(C2=CC=CC=C2)(C2=CC=CC=C2)C2=CC=CC=C2)C=CC=C1Cl (4-(2,3-dichloro-phenoxymethyl)-1-trityl-1H-imidazole), Cl (HCl). The solvent is C(C)O (ethanol), C(=O)([O-])[O-].[Na+].[Na+] (Na2CO3). Yields the product ClC1=C(OCC=2N=CNC2)C=CC=C1Cl (4-(2,3-dichloro-phenoxymethyl)-1H-imidazole). Yield: 86.5%. Reaction SMILES: [Cl:1][C:2]1[C:33]([Cl:34])=[CH:32][CH:31]=[CH:30][C:3]=1[O:4][CH2:5][C:6]1[N:7]=[CH:8][N:9](C(C2C=CC=CC=2)(C2C=CC=CC=2)C2C=CC=CC=2)[CH:10]=1.Cl>C(O)C.C([O-])([O-])=O.[Na+].[Na+]>[Cl:1][C:2]1[C:33]([Cl:34])=[CH:32][CH:31]=[CH:30][C:3]=1[O:4][CH2:5][C:6]1[N:7]=[CH:8][NH:9][CH:10]=1 |f:3.4.5|. Reported procedure: To a stirred suspension of 4-(2,3-dichloro-phenoxymethyl)-1-trityl-1H-imidazole (150 mg) at r.t. in ethanol (2 ml) under an argon atmosphere was added 2 N HCl (3 ml). The mixture was heated to reflux for 6 hours, then concentrated to leave an off-white solid. This was taken up in saturated aqueous Na2CO3 and extracted with CH2Cl2/MeOH 4:1. The combined organics were dried over MgSO4, filtered and concentrated. The crude product was purified by column chromatography (silica gel; gradient: CH2Cl2→... Starting materials: Cl.C1(=CC=C2C=CC3=CC=CC4=CC=C1C2=C34)CN[C@](CO)([C@H](C)O)C ((+-)(2R*,3S*)-2-((1-Pyrenylmethyl)amino)-2-methyl-1,3-butanediol hydrochloride), C1(=CC=C2C=CC3=CC=CC4=CC=C1C2=C34)C=O (pyrene-1-carbaldehyde), C(C)(=O)OCC(CO)(C(C)C)N (2-Amino-2-isopropyl-1,3-propanediol acetate). Yields the product Cl.C(C)(C)C(CO)(CO)NCC1=CC=C2C=CC3=CC=CC4=CC=C1C2=C34 (2-isopropyl-2-((1-pyrenylmethyl)amino)-1,3-propanediol hydrochloride). RXN SMILES: [ClH:1].[C:2]1([CH2:18]N[C@@](C)([C@@H](O)C)CO)[C:15]2[C:16]3=[C:17]4[C:12](=[CH:13][CH:14]=2)[CH:11]=[CH:10][CH:9]=[C:8]4[CH:7]=[CH:6][C:5]3=[CH:4][CH:3]=1.C1(C=O)C2C3=C4C(=CC=2)C=CC=C4C=CC3=CC=1.C([O:48][CH2:49][C:50]([NH2:56])([CH:53]([CH3:55])[CH3:54])[CH2:51][OH:52])(=O)C>>[ClH:1].[CH:53]([C:50]([NH:56][CH2:18][C:2]1[C:15]2[C:16]3=[C:17]4[C:12](=[CH:13][CH:14]=2)[CH:11]=[CH:10][CH:9]=[C:8]4[CH:7]=[CH:6][C:5]3=[CH:4][CH:3]=1)([CH2:49][OH:48])[CH2:51][OH:52])([CH3:54])[CH3:55] |f:0.1,4.5|. Procedure details: Using the reductive amination procedure described for 20G, pyrene-1-carbaldehyde (Aldrich) and 2-amino-2-isopropyl-1,3-propanediol acetate (24B) gave 2-isopropyl-2-((1-pyrenylmethyl)amino)-1,3-propanediol hydrochloride mp 244°-245° (dec), (CH3OH/Et2O), (C, H, N, Cl). Reactants: COC(=O)C=Cc1ccc(NC(=O)CCCBr)nc1, CN(C)C=O, [H-], [Na+], O. Yields the product COC(=O)C=Cc1ccc(N2CCCC2=O)nc1. RXN SMILES: [Br:1][CH2:2][CH2:3][CH2:4][C:5](=[O:6])[NH:7][c:8]1[cH:9][cH:10][c:11]([CH:14]=[CH:15][C:16](=[O:17])[O:18][CH3:19])[cH:12][n:13]1.[CH3:23][N:24]([CH3:25])[CH:26]=[O:27].[H-:20].[Na+:21].[OH2:22]>>[CH2:2]1[CH2:3][CH2:4][C:5](=[O:6])[N:7]1[c:8]1[cH:9][cH:10][c:11]([CH:14]=[CH:15][C:16](=[O:17])[O:18][CH3:19])[cH:12][n:13]1. Reactants: FC1=C(NC2=C(C=CC=C2)[N+](=O)[O-])C=CC=C1 (2-fluoro-N-(2-nitrophenyl)aniline). The reagents and catalysts are [Pd] (palladium on activated carbon). The solvent is C(C)(=O)OCC (ethyl acetate). Conditions: time 2 hour. The product is FC1=C(C=CC=C1)NC=1C(=CC=CC1)N (N-(2-fluorophenyl)benzene-1,2-diamine). Isolated yield 98.9%. Reaction SMILES: [F:1][C:2]1[CH:17]=[CH:16][CH:15]=[CH:14][C:3]=1[NH:4][C:5]1[CH:10]=[CH:9][CH:8]=[CH:7][C:6]=1[N+:11]([O-])=O>C(OCC)(=O)C.[Pd]>[F:1][C:2]1[CH:17]=[CH:16][CH:15]=[CH:14][C:3]=1[NH:4][C:5]1[C:6]([NH2:11])=[CH:7][CH:8]=[CH:9][CH:10]=1. Procedure: 2-fluoro-N-(2-nitrophenyl)aniline (1.4 g, 6.0 mmol) was dissolved in ethyl acetate (20 mL) and 10% palladium on activated carbon (150 mg) was added. The mixture was shaken under a hydrogen atmosphere (40 psi) for 2 hours. The mixture was filtered through a pad of Celite and concentrated to give N-(2-fluorophenyl)benzene-1,2-diamine (1.2 g) that was carried on directly to the next step.